describe an organic reaction: reactants, conditions, products, and yield From a dataset of the Open Reaction Database (ORD), a public repository of structured organic reaction records. Procedure details: A mixture of 1-ethyl-4-chloro-6-acetamido-1H-pyrazolo[3,4-b]quinoline (0.2 g, 0.7 mmol), cyclohexanemethylamine (0.5 ml, 3.5 mmol) and DMSO (3 ml) was heated at 110° C. for 6 hours. The reaction mixture was poured into water (50 ml), extracted with CH2Cl2 (4×25 ml) and the organic layers were combined and evaporated. The residue was slurried in ether and a yellow solid was collected by filtration and recrystallized from ethanol/ethyl acetate to afford 200 mg of 1-ethyl-6-acetamido-N-(cyclohexylm... Reaction conditions: temperature 110 celsius. As a reaction SMILES: [CH2:1]([N:3]1[C:7]2=[N:8][C:9]3[C:14]([C:15](Cl)=[C:6]2[CH:5]=[N:4]1)=[CH:13][C:12]([NH:17][C:18](=[O:20])[CH3:19])=[CH:11][CH:10]=3)[CH3:2].[CH:21]1([CH2:27][NH2:28])[CH2:26][CH2:25][CH2:24][CH2:23][CH2:22]1.CS(C)=O>O>[CH2:1]([N:3]1[C:7]2=[N:8][C:9]3[C:14]([C:15]([NH:28][CH2:27][CH:21]4[CH2:26][CH2:25][CH2:24][CH2:23][CH2:22]4)=[C:6]2[CH:5]=[N:4]1)=[CH:13][C:12]([NH:17][C:18](=[O:20])[CH3:19])=[CH:11][CH:10]=3)[CH3:2]. Starting materials: C(C)N1N=CC=2C1=NC1=CC=C(C=C1C2Cl)NC(C)=O (1-ethyl-4-chloro-6-acetamido-1H-pyrazolo[3,4-b]quinoline), C1(CCCCC1)CN (cyclohexanemethylamine), CS(=O)C (DMSO). Run in O (water). Yield: 78.2%. Product: C(C)N1N=CC=2C1=NC1=CC=C(C=C1C2NCC2CCCCC2)NC(C)=O (1-ethyl-6-acetamido-N-(cyclohexylmethyl)-1H-pyrazolo[3,4-b]quinolin-4-amine). Starting materials: intermediate 37, C1(CCCCC1)N1N=C(C=C1N)C (1-(1-cyclohexyl)-3-methyl-1H-pyrazol-5-amine), C1(CC1)C(CC(C(=O)OCC)=O)=O (ethyl 4-cyclopropyl-2,4-dioxobutanoate). The product is C1(CCCCC1)N1N=C(C2=C1N=C(C=C2C(=O)OCC)C2CC2)C (Ethyl 1-cyclohexyl-6-cyclopropyl-3-methyl-1H-pyrazolo[3,4-b]pyridine-4-carboxylate). RXN SMILES: [CH:1]1([N:7]2[C:11]([NH2:12])=[CH:10][C:9]([CH3:13])=[N:8]2)[CH2:6][CH2:5][CH2:4][CH2:3][CH2:2]1.[CH:14]1([C:17](=O)[CH2:18][C:19](=O)[C:20]([O:22][CH2:23][CH3:24])=[O:21])[CH2:16][CH2:15]1>>[CH:1]1([N:7]2[C:11]3[N:12]=[C:17]([CH:14]4[CH2:15][CH2:16]4)[CH:18]=[C:19]([C:20]([O:22][CH2:23][CH3:24])=[O:21])[C:10]=3[C:9]([CH3:13])=[N:8]2)[CH2:2][CH2:3][CH2:4][CH2:5][CH2:6]1. Reported procedure: The title compound was prepared in the same manner as described for intermediate 37 using 1-(1-cyclohexyl)-3-methyl-1H-pyrazol-5-amine (500 mg, 2.79 mmol) and ethyl 4-cyclopropyl-2,4-dioxobutanoate (514 mg, 2.79 mmol). The final product was collected as a solid, 0.827 g (91%). LCMS E-S (M+H)=328.3 1H NMR (400 MHz, DMSO-d6) δ ppm 1.01-1.10 (m, 3H), 1.20-1.30 (m, 1H), 1.37 (t, J=7.07 Hz, 3H), 1.41-1.52 (m, 2H), 1.70 (d, 1H), 1.79-1.98 (m, 6H), 2.30-2.38 (m, 1H), 2.54 (s, 3H), 4.42 (q, J=7.07 Hz, 2... Reactants: O=C(Nc1ccc2[nH]ccc2c1)c1nc2ccc(Cl)cc2n1Cc1ccccc1, C=CCBr, CN(C)C=O, [H-], [Na+], O. Product: C=CCn1ccc2cc(NC(=O)c3nc4ccc(Cl)cc4n3Cc3ccccc3)ccc21. As a reaction SMILES: [CH2:1]([c:2]1[cH:3][cH:4][cH:5][cH:6][cH:7]1)[n:8]1[c:9]([C:18](=[O:19])[NH:20][c:21]2[cH:22][c:23]3[cH:24][cH:25][nH:26][c:27]3[cH:28][cH:29]2)[n:10][c:11]2[c:12]1[cH:13][c:14]([Cl:17])[cH:15][cH:16]2.[CH2:37]([CH:38]=[CH2:39])[Br:40].[CH3:30][N:31]([CH3:32])[CH:33]=[O:34].[H-:35].[Na+:36].[OH2:41]>>[CH2:1]([c:2]1[cH:3][cH:4][cH:5][cH:6][cH:7]1)[n:8]1[c:9]([C:18](=[O:19])[NH:20][c:21]2[cH:22][c:23]3[cH:24][cH:25][n:26]([CH2:39][CH:38]=[CH2:37])[c:27]3[cH:28][cH:29]2)[n:10][c:11]2[c:12]1[cH:13][c:14]([Cl:17])[cH:15][cH:16]2.